From a dataset of the Open Reaction Database (ORD), a public repository of structured organic reaction records. describe an organic reaction: reactants, conditions, products, and yield Starting materials: Cl, Cc1ccc(S(=O)(=O)OC2CC(CO)N(S(=O)(=O)c3ccc(C)cc3)C2)cc1, Cc1ccc(S(=O)(=O)Cl)cc1, c1ccncc1. Yields the product Cc1ccc(S(=O)(=O)OCC2CC(OS(=O)(=O)c3ccc(C)cc3)CN2S(=O)(=O)c2ccc(C)cc2)cc1. As a reaction SMILES: [ClH:40].[c:12]1([CH3:39])[cH:13][cH:14][c:15]([S:18](=[O:19])(=[O:20])[N:21]2[CH:22]([CH2:37][OH:38])[CH2:23][CH:24]([O:26][S:27](=[O:28])(=[O:29])[c:30]3[cH:31][cH:32][c:33]([CH3:36])[cH:34][cH:35]3)[CH2:25]2)[cH:16][cH:17]1.[c:1]1([CH3:11])[cH:2][cH:3][c:4]([S:7](=[O:8])(=[O:9])[Cl:10])[cH:5][cH:6]1.[cH:41]1[cH:42][cH:43][n:44][cH:45][cH:46]1>>[c:1]1([CH3:11])[cH:2][cH:3][c:4]([S:7](=[O:8])(=[O:9])[O:38][CH2:37][CH:22]2[N:21]([S:18]([c:15]3[cH:14][cH:13][c:12]([CH3:39])[cH:17][cH:16]3)(=[O:19])=[O:20])[CH2:25][CH:24]([O:26][S:27](=[O:28])(=[O:29])[c:30]3[cH:31][cH:32][c:33]([CH3:36])[cH:34][cH:35]3)[CH2:23]2)[cH:5][cH:6]1.